Dataset: the Open Reaction Database (ORD), a public repository of structured organic reaction records. Task: describe an organic reaction: reactants, conditions, products, and yield Starting materials: ClC=1C(=NN(C(C1)=O)C1=CC=CC=C1)C(=O)O (4-chloro-6-oxo-1-phenyl-1,6-dihydropyridazine-3-carboxylic acid). The reagents and catalysts are [Pd] (Pd/C). Solvent: CCO (EtOH). Reaction conditions: time 4 hour. Yields the product O=C1C=CC(=NN1C1=CC=CC=C1)C(=O)O (6-oxo-1-phenyl-1,6-dihydropyridazine-3-carboxylic acid). As a reaction SMILES: Cl[C:2]1[C:3]([C:15]([OH:17])=[O:16])=[N:4][N:5]([C:9]2[CH:14]=[CH:13][CH:12]=[CH:11][CH:10]=2)[C:6](=[O:8])[CH:7]=1>CCO.[Pd]>[O:8]=[C:6]1[N:5]([C:9]2[CH:14]=[CH:13][CH:12]=[CH:11][CH:10]=2)[N:4]=[C:3]([C:15]([OH:17])=[O:16])[CH:2]=[CH:7]1. Procedure details: 4-chloro-6-oxo-1-phenyl-1,6-dihydropyridazine-3-carboxylic acid (100 mg, 0.4 mmol) was dissolved in 3 ml EtOH and Pd/C (25 mg) was added. A H2 balloon was attached to the reaction vessel and the mixture was stirred for 4 h. The reaction was filtered through a pad of Celite®, concentrated and used without further purification in the next reaction. MS m/z: 217(100%, M+1)). Reactants: CC(=O)C1CCN(Cc2ccccc2)CC1c1ccc(Cl)cc1, CC(=O)[O-], CCO, Cl, NO, [Na+], O. Yields the product CC(=NO)C1CCN(Cc2ccccc2)CC1c1ccc(Cl)cc1. As a reaction SMILES: [CH2:1]([c:2]1[cH:3][cH:4][cH:5][cH:6][cH:7]1)[N:8]1[CH2:9][CH:10]([c:17]2[cH:18][cH:19][c:20]([Cl:23])[cH:21][cH:22]2)[CH:11]([C:14]([CH3:15])=[O:16])[CH2:12][CH2:13]1.[CH3:28][C:29](=[O:30])[O-:31].[CH3:32][CH2:33][OH:34].[ClH:26].[NH2:24][OH:25].[Na+:27].[OH2:35]>>[CH2:1]([c:2]1[cH:3][cH:4][cH:5][cH:6][cH:7]1)[N:8]1[CH2:9][CH:10]([c:17]2[cH:18][cH:19][c:20]([Cl:23])[cH:21][cH:22]2)[CH:11]([C:14]([CH3:15])=[N:24][OH:25])[CH2:12][CH2:13]1. The reactants are Cl.CN1C(=CC(=C1)NC(=O)C=1N(C=C(C1)NC(=O)C1=CC(=NN1C)[N+](=O)[O-])C)C(=O)NCCC(=N)N (3-(1-methyl-4 (1-methyl-4-(1-methyl-3-nitropyrazole-5-carboxamido)pyrrole-2-carboxamido)pyrrole-2-carboxamido)propionamidine hydrochloride), O (water). Solvent: C(C)#N (acetonitrile), [OH-].[Na+] (NaOH). Conditions: temperature 60 celsius. Yields the product CN1C(=CC(=C1)NC(=O)C=1N(C=C(C1)NC(=O)C1=CC(=NN1C)[N+](=O)[O-])C)C(=O)NCCC(=O)N (3-(1-methyl-4(1-methyl-4-(1-methyl-3-nitropyrazole-5-carboxamido)pyrrole-2-carboxamido)pyrrole-2-carboxamido)propionamide). RXN SMILES: Cl.[CH3:2][N:3]1[CH:7]=[C:6]([NH:8][C:9]([C:11]2[N:12]([CH3:28])[CH:13]=[C:14]([NH:16][C:17]([C:19]3[N:23]([CH3:24])[N:22]=[C:21]([N+:25]([O-:27])=[O:26])[CH:20]=3)=[O:18])[CH:15]=2)=[O:10])[CH:5]=[C:4]1[C:29]([NH:31][CH2:32][CH2:33][C:34]([NH2:36])=N)=[O:30].[OH2:37]>C(#N)C.[OH-].[Na+]>[CH3:2][N:3]1[CH:7]=[C:6]([NH:8][C:9]([C:11]2[N:12]([CH3:28])[CH:13]=[C:14]([NH:16][C:17]([C:19]3[N:23]([CH3:24])[N:22]=[C:21]([N+:25]([O-:27])=[O:26])[CH:20]=3)=[O:18])[CH:15]=2)=[O:10])[CH:5]=[C:4]1[C:29]([NH:31][CH2:32][CH2:33][C:34]([NH2:36])=[O:37])=[O:30] |f:0.1,4.5|. Reported procedure: To a solution of 200 mg of 3-(1-methyl-4 (1-methyl-4-(1-methyl-3-nitropyrazole-5-carboxamido)pyrrole-2-carboxamido)pyrrole-2-carboxamido)propionamidine hydrochloride (prepared as described in WO 96/05196) in 10 ml of acetonitrile and 10 ml of water, 2 ml of NaOH 1N were added. The solution was heated at 60° C. for 4 hours then the solvent was evaporated in vacuo and the crude residue was purified by flash chromatography (methylene chloride/methanol: 10/1) affording 175 mg of 3-(1-methyl-4(1-meth... Starting materials: C(C1=CC=CC=C1)OC(=O)NC=1C(=C(SC1Br)C1=NC=C(N=C1)OC)C(=O)OC (Methyl 4-(benzyloxycarbonylamino)-5-bromo-2-(5-methoxypyrazin-2-yl)thiophene-3-carboxylate). Reagents/catalysts: [Pd] (Pd/C). Run in C(C)O.C(C)(=O)OCC.ClCCl (ethanol ethyl acetate dichloromethane). Conditions: time 4 hour. Product: C(C1=CC=CC=C1)OC(=O)NC=1C(=C(SC1)C1=NC=C(N=C1)OC)C(=O)OC (Methyl 4-(benzyloxycarbonylamino)-2-(5-methoxypyrazin-2-yl)thiophene-3-carboxylate). As a reaction SMILES: [CH2:1]([O:8][C:9]([NH:11][C:12]1[C:13]([C:26]([O:28][CH3:29])=[O:27])=[C:14]([C:18]2[CH:23]=[N:22][C:21]([O:24][CH3:25])=[CH:20][N:19]=2)[S:15][C:16]=1Br)=[O:10])[C:2]1[CH:7]=[CH:6][CH:5]=[CH:4][CH:3]=1>C(O)C.C(OCC)(=O)C.ClCCl.[Pd]>[CH2:1]([O:8][C:9]([NH:11][C:12]1[C:13]([C:26]([O:28][CH3:29])=[O:27])=[C:14]([C:18]2[CH:23]=[N:22][C:21]([O:24][CH3:25])=[CH:20][N:19]=2)[S:15][CH:16]=1)=[O:10])[C:2]1[CH:7]=[CH:6][CH:5]=[CH:4][CH:3]=1 |f:1.2.3|. Procedure details: 10% Pd/C is added to methyl 4-(benzyloxycarbonylamino)-5-bromo-2-(5-methoxypyrazin-2-yl)thiophene-3-carboxylate (157) in ethanol:ethyl acetate:dichloromethane (2:1:1). The mixture is degassed and placed under H2 (1 atm) and stirred for 4 h. The mixture is filtered through a 0.45 μm syringe filter and concentrated under reduced pressure. Flash chromatography (ISCO system, silica, 0-50% ethyl acetate in hexane) provides 158. Reactants: CCO, O=Cc1ccccc1OS(=O)(=O)c1ccc(C(F)(F)F)cc1, NN. Product: NN=Cc1ccccc1OS(=O)(=O)c1ccc(C(F)(F)F)cc1. As a reaction SMILES: [CH3:25][CH2:26][OH:27].[F:1][C:2]([c:3]1[cH:4][cH:5][c:6]([S:9](=[O:10])(=[O:11])[O:12][c:13]2[c:14]([CH:19]=[O:20])[cH:15][cH:16][cH:17][cH:18]2)[cH:7][cH:8]1)([F:21])[F:22].[NH2:23][NH2:24]>>[F:1][C:2]([c:3]1[cH:4][cH:5][c:6]([S:9](=[O:10])(=[O:11])[O:12][c:13]2[c:14]([CH:19]=[N:23][NH2:24])[cH:15][cH:16][cH:17][cH:18]2)[cH:7][cH:8]1)([F:21])[F:22]. Starting materials: N1=CC=CC2=CC=CC(=C12)B(O)O (quinolin-8-boronic acid), I (hydroiodic acid), ClC1=NC=NC(=C1)Cl (4,6-dichloropyrimidine), chloro. The product is IC1=NC=NC(=C1)C=1C=CC=C2C=CC=NC12 (4-Iodo-6-(quinolin-8-yl)pyrimidine). As a reaction SMILES: [N:1]1[C:10]2[C:5](=[CH:6][CH:7]=[CH:8][C:9]=2B(O)O)[CH:4]=[CH:3][CH:2]=1.Cl[C:15]1[CH:20]=[C:19](Cl)[N:18]=[CH:17][N:16]=1.[IH:22]>>[I:22][C:15]1[CH:20]=[C:19]([C:9]2[CH:8]=[CH:7][CH:6]=[C:5]3[C:10]=2[N:1]=[CH:2][CH:3]=[CH:4]3)[N:18]=[CH:17][N:16]=1. Procedure details: The compound was prepared according to Example 1 using quinolin-8-boronic acid and 4,6-dichloropyrimidine. The resultant chloro compound was converted to iodo with hydroiodic acid as described in the general procedure. Reactants: O1C(COCC1)=O (p-Dioxanone), N1CC(OCC1=O)=O (2,5-morpholinedione), C(CCCCCCCCCCC)O (1-dodecanol), CCCCC(CC)C(=O)[O-].CCCCC(CC)C(=O)[O-].[Sn+2] (stannous octoate). Yields the product O1C(COCC1)=O.N1CC(OCC1=O)=O (p-Dioxanone 2,5-Morpholinedione). RXN SMILES: [O:1]1[CH2:6][CH2:5][O:4][CH2:3][C:2]1=[O:7].[NH:8]1[C:13](=[O:14])[CH2:12][O:11][C:10](=[O:15])[CH2:9]1.C(O)CCCCCCCCCCC.CCCCC(C([O-])=O)CC.CCCCC(C([O-])=O)CC.[Sn+2]>>[O:1]1[CH2:6][CH2:5][O:4][CH2:3][C:2]1=[O:7].[NH:8]1[C:13](=[O:14])[CH2:12][O:11][C:10](=[O:15])[CH2:9]1 |f:3.4.5,6.7|. Procedure: p-Dioxanone (87.8 g, 0.861 moles), 2,5-morpholinedione (1.0 g, 0.0087 moles), 1-dodecanol (0.27 g, 0.00145 moles) and a catalytic amount of stannous octoate (0.176 ml of 0.33 M toluene solution, 0.000058 moles) are heated and magnetically mixed in a flame and vacuum dried, sealed glass ampoule according to the following temperature/time scheme: